Dataset: the Open Reaction Database (ORD), a public repository of structured organic reaction records. Task: describe an organic reaction: reactants, conditions, products, and yield Reactants: C1COCCO1, CO, Cl, OCc1cccnc1-c1cccnc1. As a reaction SMILES: [CH2:16]1[O:17][CH2:18][CH2:19][O:20][CH2:21]1.[CH3:22][OH:23].[ClH:15].[OH:1][CH2:2][c:3]1[c:4](-[c:9]2[cH:10][n:11][cH:12][cH:13][cH:14]2)[n:5][cH:6][cH:7][cH:8]1>>[CH3:2][c:3]1[c:4](-[c:9]2[cH:10][n:11][cH:12][cH:13][cH:14]2)[n:5][cH:6][cH:7][cH:8]1. Product: Cc1cccnc1-c1cccnc1. Starting materials: CC1(CC(NC2=C(C=C(C=C12)[N+](=O)[O-])C)=O)C (3,4-dihydro-4,4-dimethyl-6-nitro-8-methyl-2-(1H)-quinolone). Reagents/catalysts: [Ni] (Raney nickel). Solvent: C(C)O (ethanol). The product is CC1(CC(NC2=C(C=C(C=C12)N)C)=O)C (3,4-Dihydro-4,4-dimethyl-6-amino-8-methyl-2-(1H)-quinolone). The yield is 38.4%. RXN SMILES: [CH3:1][C:2]1([CH3:17])[C:11]2[C:6](=[C:7]([CH3:15])[CH:8]=[C:9]([N+:12]([O-])=O)[CH:10]=2)[NH:5][C:4](=[O:16])[CH2:3]1>C(O)C.[Ni]>[CH3:1][C:2]1([CH3:17])[C:11]2[C:6](=[C:7]([CH3:15])[CH:8]=[C:9]([NH2:12])[CH:10]=2)[NH:5][C:4](=[O:16])[CH2:3]1. Procedure: A solution of 3,4-dihydro-4,4-dimethyl-6-nitro-8-methyl-2-(1H)-quinolone (9.46 g) in absolute ethanol (80 cm3) was hydrogenated at 60° and 60 p.s.i. (4.13×105Pa) pressure over Raney nickel (0.9 g) for 6 hours. The cooled solution was then filtered through "Solkafloc" (Trade mark for a cellulose based filtering aid) and evaporated in vacuo to give a solid which was chromatographed on silica (Merck "MK 60.9385" [Trade Mark]) eluting with methanol:chloroform, 1:33 by volume. Combination and evapora... Starting materials: BrCc1ccccc1, O=C([O-])[O-], CCCc1cc(Cl)c2oc(C(=O)O)c(C)c2c1O, CC(C)=O, [K+], [K+]. Product: CCCc1cc(Cl)c2oc(C(=O)OCc3ccccc3)c(C)c2c1O. As a reaction SMILES: [Br:25][CH2:26][c:27]1[cH:28][cH:29][cH:30][cH:31][cH:32]1.[C:19](=[O:20])([O-:21])[O-:22].[CH3:1][c:2]1[c:3]([C:16](=[O:17])[OH:18])[o:4][c:5]2[c:6]1[c:7]([OH:15])[c:8]([CH2:12][CH2:13][CH3:14])[cH:9][c:10]2[Cl:11].[CH3:33][C:34](=[O:35])[CH3:36].[K+:23].[K+:24]>>[CH3:1][c:2]1[c:3]([C:16](=[O:17])[O:18][CH2:26][c:27]2[cH:28][cH:29][cH:30][cH:31][cH:32]2)[o:4][c:5]2[c:6]1[c:7]([OH:15])[c:8]([CH2:12][CH2:13][CH3:14])[cH:9][c:10]2[Cl:11]. Reactants: FC1=C(C#N)C(=CC(=C1)F)F (2,4,6-trifluorobenzonitrile), NO (hydroxylamine). Solvent: CCO (EtOH). The product is ONC(C1=C(C=C(C=C1F)F)F)=N (N-hydroxy-2,4,6-trifluoro-benzamidine). As a reaction SMILES: [F:1][C:2]1[CH:9]=[C:8]([F:10])[CH:7]=[C:6]([F:11])[C:3]=1[C:4]#[N:5].[NH2:12][OH:13]>CCO>[OH:13][NH:12][C:4](=[NH:5])[C:3]1[C:6]([F:11])=[CH:7][C:8]([F:10])=[CH:9][C:2]=1[F:1]. Procedure: To a solution of 2,4,6-trifluorobenzonitrile (1.5 g, 9.6 mmol) in EtOH (5 mL), hydroxylamine (50% wt. aqueous solution, 2.5 mL, 38 mmol) was added at room temperature and the solution was stirred under reflux for 1 h. The solvent was removed under reduced pressure to afford N-hydroxy-2,4,6-trifluoro-benzamidine that was used immediately for the next step. As a reaction SMILES: [CH2:71]([NH:72][CH2:73][CH2:74][C:75]([NH2:76])=[O:77])[c:78]1[cH:79][cH:80][cH:81][cH:82][cH:83]1.[Cl:1][CH2:2][CH2:3][CH2:4][O:5][c:6]1[cH:7][c:8]([O:57][CH:58]2[CH2:59][CH2:60][O:61][CH2:62][CH2:63]2)[c:9]([CH2:12][c:13]2[c:14]([O:21][CH:22]3[CH:23]([O:24][C:25]([C:26]([CH3:27])([CH3:28])[CH3:29])=[O:30])[CH:31]([O:32][C:33]([C:34]([CH3:35])([CH3:36])[CH3:37])=[O:38])[CH:39]([O:40][C:41]([C:42]([CH3:43])([CH3:44])[CH3:45])=[O:46])[CH:47]([CH2:49][O:50][C:51]([C:52]([CH3:53])([CH3:54])[CH3:55])=[O:56])[O:48]3)[n:15][nH:16][c:17]2[CH:18]([CH3:19])[CH3:20])[cH:10][cH:11]1.[NH2:64][C:65]([C:66](=[O:67])[NH2:68])([CH3:69])[CH3:70]>>[CH2:2]([CH2:3][CH2:4][O:5][c:6]1[cH:7][c:8]([O:57][CH:58]2[CH2:59][CH2:60][O:61][CH2:62][CH2:63]2)[c:9]([CH2:12][c:13]2[c:14]([O:21][CH:22]3[CH:23]([O:24][C:25]([C:26]([CH3:27])([CH3:28])[CH3:29])=[O:30])[CH:31]([O:32][C:33]([C:34]([CH3:35])([CH3:36])[CH3:37])=[O:38])[CH:39]([O:40][C:41]([C:42]([CH3:43])([CH3:44])[CH3:45])=[O:46])[CH:47]([CH2:49][O:50][C:51]([C:52]([CH3:53])([CH3:54])[CH3:55])=[O:56])[O:48]3)[n:15][nH:16][c:17]2[CH:18]([CH3:19])[CH3:20])[cH:10][cH:11]1)[NH:64][C:65]([C:66](=[O:67])[NH2:68])([CH3:69])[CH3:70]. Reactants: NC(=O)CCNCc1ccccc1, CC(C)c1[nH]nc(OC2OC(COC(=O)C(C)(C)C)C(OC(=O)C(C)(C)C)C(OC(=O)C(C)(C)C)C2OC(=O)C(C)(C)C)c1Cc1ccc(OCCCCl)cc1OC1CCOCC1, CC(C)(N)C(N)=O. The product is CC(C)c1[nH]nc(OC2OC(COC(=O)C(C)(C)C)C(OC(=O)C(C)(C)C)C(OC(=O)C(C)(C)C)C2OC(=O)C(C)(C)C)c1Cc1ccc(OCCCNC(C)(C)C(N)=O)cc1OC1CCOCC1. Starting materials: C(=O)(O)C=1OC2=C(C(C1)=O)C1=C(C=C2Cl)C2=C(C(O1)(C)C)C=CC=C2 (2-carboxy-4-oxo-6,6-dimethyl-12-chloro-4H,6H-[2]-benzopyrano-[3,4-f]-[1]-benzopyran), [N+](=O)(O)[O-] (nitric acid). Solvent: C(C)(=O)O (acetic acid). The product is C(=O)(O)C=1OC2=C(C(C1)=O)C1=C(C=C2Cl)C2=C(C(O1)(C)C)C=C(C=C2)[N+](=O)[O-] (2-Carboxy-4-oxo-6,6-dimethyl-8-nitro-12-chloro-4H,6H-[2]-benzopyrano-[3,4-f]-[1]-benzopyran). Reaction SMILES: [C:1]([C:4]1[O:5][C:6]2[C:14]([Cl:15])=[CH:13][C:12]3[C:16]4[CH:25]=[CH:24][CH:23]=[CH:22][C:17]=4[C:18]([CH3:21])([CH3:20])[O:19][C:11]=3[C:7]=2[C:8](=[O:10])[CH:9]=1)([OH:3])=[O:2].[N+:26]([O-])([OH:28])=[O:27]>C(O)(=O)C>[C:1]([C:4]1[O:5][C:6]2[C:14]([Cl:15])=[CH:13][C:12]3[C:16]4[CH:25]=[CH:24][C:23]([N+:26]([O-:28])=[O:27])=[CH:22][C:17]=4[C:18]([CH3:21])([CH3:20])[O:19][C:11]=3[C:7]=2[C:8](=[O:10])[CH:9]=1)([OH:3])=[O:2]. Procedure: 1.6 gm (4.5 millimols) of 2-carboxy-4-oxo-6,6-dimethyl-12-chloro-4H,6H-[2]-benzopyrano-[3,4-f]-[1]-benzopyran (see Example 6) were stirred for 24 hours in a mixture of 35 ml of acetic acid and 5 ml of fuming nitric acid. The yellow precipitate formed thereby was filtered off and recrystallized from methanol/acetone. 1.5 gm (83.3% of theory) of the compound named in the heading, m.p. 278°-279° C, were obtained. The reactants are C1(=CC=CC=C1)O (phenol), N,N,N′,N′-Tetramethylazodicarbodiimide, C(C)(C)(C)C1=CC=C(C=C1)\C(=C/CO)\C1=NC(=C(C=C1)Cl)OC ((2E)-3-(4-tert-butylphenyl)-3-(5-chloro-6-methoxypyridin-2-yl)prop-2-en-1-ol), C(CCC)P(CCCC)CCCC (tributylphosphine), Example 4-4. The solvent is O1CCCC1 (tetrahydrofuran). Conditions: time 20 hour. Product: C(C)(C)(C)C1=CC=C(C=C1)/C(=C\COC1=CC=CC=C1)/C1=CC=C(C(=N1)OC)Cl (6-[(1E)-1-(4-tert-butylphenyl)-3-phenoxyprop-1-en-1-yl]-3-chloro-2-methoxypyridine). Isolated yield 87.0%. As a reaction SMILES: [C:1]([C:5]1[CH:10]=[CH:9][C:8](/[C:11](/[C:15]2[CH:20]=[CH:19][C:18]([Cl:21])=[C:17]([O:22][CH3:23])[N:16]=2)=[CH:12]\[CH2:13][OH:14])=[CH:7][CH:6]=1)([CH3:4])([CH3:3])[CH3:2].[C:24]1(O)[CH:29]=[CH:28][CH:27]=[CH:26][CH:25]=1.C(P(CCCC)CCCC)CCC>O1CCCC1>[C:1]([C:5]1[CH:10]=[CH:9][C:8](/[C:11](/[C:15]2[N:16]=[C:17]([O:22][CH3:23])[C:18]([Cl:21])=[CH:19][CH:20]=2)=[CH:12]\[CH2:13][O:14][C:24]2[CH:29]=[CH:28][CH:27]=[CH:26][CH:25]=2)=[CH:7][CH:6]=1)([CH3:4])([CH3:2])[CH3:3]. Procedure details: N,N,N′,N′-Tetramethylazodicarbodiimide (104 mg) was added to a solution of (2E)-3-(4-tert-butylphenyl)-3-(5-chloro-6-methoxypyridin-2-yl)prop-2-en-1-ol obtained in Reference Example 4-4 (199 mg), phenol (63 mg) and tributylphosphine (189 mg) in tetrahydrofuran (4 mL) under ice-cooling, and the mixture was stirred at room temperature for 20 hours. The solvent was evaporated from the reaction solution under reduced pressure. The residue was purified by silica gel column chromatography (hexane:ethy... Starting materials: O.O.O.O.O.O.O.O.O.O.O.O.P(=O)(O)([O-])[O-].[Na+].[Na+] (Disodium hydrogenphosphate dodecahydrate), O.O.O.O.O.O.O.P(=O)(O)([O-])[O-].[Na+].[Na+] (disodium hydrogenphosphate heptahydrate). Yields the product O.O.O.O.O.O.O.O.O.O.O.O.P(=O)(O)(O)O (hydrogenphosphate dodecahydrate). Reaction SMILES: [OH2:1].O.O.O.O.O.O.O.O.O.O.O.[P:13]([O-:17])([O-:16])([OH:15])=[O:14].[Na+].[Na+].O.O.O.O.O.O.O.P([O-])([O-])(O)=[O:28].[Na+].[Na+]>>[OH2:14].[OH2:28].[OH2:1].[OH2:14].[OH2:14].[OH2:14].[OH2:14].[OH2:14].[OH2:14].[OH2:14].[OH2:14].[OH2:14].[P:13]([OH:17])([OH:16])([OH:15])=[O:14] |f:0.1.2.3.4.5.6.7.8.9.10.11.12.13.14,15.16.17.18.19.20.21.22.23.24,25.26.27.28.29.30.31.32.33.34.35.36.37|. Procedure: Disodium hydrogenphosphate dodecahydrate is, however, incongruently melted to generate disodium hydrogenphosphate heptahydrate, which is precipitated at the bottom of the solution. When this solution is cooled, crystal of disodium hydrogenphosphate heptahydrate is grown owing to secondary nucleation (which means herein generation of new nuclear crystal in a supersaturated solution including seed crystal). This makes it impossible to obtain objective disodiun hydrogenphosphate dodecahydrate. In o... Reactants: Cl (HCl), C(C)(C)(C)OC(N(C1CC1)CC1=C(C=CC(=C1)CC(NCC)=O)Cl)=O ((2-chloro-5-ethylcarbamoylmethyl-benzyl)-cyclopropyl-carbamic acid tert-butyl ester), [OH-].[Na+] (NaOH). Run in C(Cl)Cl (CH2Cl2). Run at temperature 0 celsius, time 2 hour. Product: ClC1=C(C=C(C=C1)CC(=O)NCC)CNC1CC1 (2-(4-Chloro-3-cyclopropylaminomethyl-phenyl)-N-ethyl-acetamide). The yield is 88.9%. Reaction SMILES: Cl.C(OC(=O)[N:8]([CH2:12][C:13]1[CH:18]=[C:17]([CH2:19][C:20](=[O:24])[NH:21][CH2:22][CH3:23])[CH:16]=[CH:15][C:14]=1[Cl:25])[CH:9]1[CH2:11][CH2:10]1)(C)(C)C.[OH-].[Na+]>C(Cl)Cl>[Cl:25][C:14]1[CH:15]=[CH:16][C:17]([CH2:19][C:20]([NH:21][CH2:22][CH3:23])=[O:24])=[CH:18][C:13]=1[CH2:12][NH:8][CH:9]1[CH2:10][CH2:11]1 |f:2.3|. Reported procedure: HCl (4M in dioxane, 29 m-L) was added to a sol. of (2-chloro-5-ethylcarbamoylmethyl-benzyl)-cyclopropyl-carbamic acid tert-butyl ester (2.94 g, 8.01 mmol) in CH2Cl2 (29 mL) at 0° C. The mixture was stirred for 2 h at 0° C., and was carefully neutralized with aq. 1M NaOH. The layers were separated, and the aq. layer was extracted with CH2Cl2. The combined org. extracts were dried over MgSO4, filtered, and the solvents were removed under reduced pressure to yield the crude title compound (1.90 g, ...